From a dataset of the Open Reaction Database (ORD), a public repository of structured organic reaction records. describe an organic reaction: reactants, conditions, products, and yield Reactants: CCO (EtOH), compound, Br (hydrobromic acid), C(#N)C1=C(C=CC=C1)O (2-cyanophenol), CCO (EtOH), (S)-(+)-2,2-dimethyl-4-toxyloxymethyl-1,3-dioxolane, C(#N)C1=C(OC[C@H]2OC(OC2)(C)C)C=CC=C1 ((R)-(-)-4-(2-cyanophenoxymethyl)-2,2-dimethyl-1,3-dioxolane). Reaction SMILES: C(C1C=CC=CC=1O)#N.[C:10]([C:12]1[CH:26]=[CH:25][CH:24]=[CH:23][C:13]=1[O:14][CH2:15][C@@H:16]1[CH2:20][O:19][C:18](C)([CH3:21])[O:17]1)#[N:11].CCO.[BrH:30]>C(O)(=O)C>[C:10]([C:12]1[CH:26]=[CH:25][CH:24]=[CH:23][C:13]=1[O:14][CH2:15][C@@H:16]([O:17][C:18](=[O:19])[CH3:21])[CH2:20][Br:30])#[N:11]. Yields the product C(#N)C1=C(OC[C@H](CBr)OC(C)=O)C=CC=C1 ((R)-(-)-3-(2-cyanophenoxy)-2-acetoxy-1-bromopropane). Run in C(C)(=O)O (acetic acid). Procedure details: In the same way as in [H] but reacting 2-cyanophenol (7.1 g, 59.7 mmoles) with (S)-(+)-2,2-dimethyl-4-toxyloxymethyl-1,3-dioxolane (J. Org. Chem. 42, 1006 (1977)) (17.1 g, 59.7 mmoles) the (R)-(-)-4-(2-cyanophenoxymethyl)-2,2-dimethyl-1,3-dioxolane with [α]D (C=1, EtOH)=-30.18°, was obtained. The reaction of this compound (13.9 g, 59.6 mmoles) with 40% hydrobromic acid in acetic acid yields (R)-(-)-3-(2-cyanophenoxy)-2-acetoxy-1-bromopropane with [α]D (C=1, EtOH)=-15.9°.